The task is: describe an organic reaction: reactants, conditions, products, and yield. This data is from the Open Reaction Database (ORD), a public repository of structured organic reaction records. The reactants are CC(C)OC(=O)/N=N/C(=O)OC(C)C (DIAD), FC=1C(=C(CN(C(OCC2=CC=CC=C2)=O)C)C=C(C1)[N+](=O)[O-])O[C@@H]1COC[C@H]1O (Benzyl 3-fluoro-2-(((3R,4R)-4-hydroxytetrahydrofuran-3-yl)oxy)-5-nitrobenzyl(methyl)carbamate), [N+](=O)([O-])C1=CC=C(C(=O)O)C=C1 (4-nitrobenzoic acid), C1=CC=C(C=C1)P(C2=CC=CC=C2)C3=CC=CC=C3 (PPh3). Product: [N+](=O)([O-])C1=CC=C(C(=O)O[C@H]2COC[C@H]2OC2=C(C=C(C=C2F)[N+](=O)[O-])CN(C)C(=O)OCC2=CC=CC=C2)C=C1 ((3S,4R)-4-(2-((((Benzyloxy)carbonyl)(methyl)amino)methyl)-6-fluoro-4-nitrophenoxy)tetrahydrofuran-3-yl 4-nitrobenzoate). Procedure: Intermediate 27C (250 mg, 0.595 mmol) was mixed with 4-nitrobenzoic acid (447 mg, 2.68 mmol), PPh3 (741 mg, 2.82 mmol) in THF (1.5 mL) and stirred at rt for 10 min. The reaction was cooled to 0° C., then DIAD (0.589 mL, 2.97 mmol) was added. After stirring at rt for 16 h, the reaction was quenched with H2O and extracted with EtOAc (2×). The organic extracts were washed with brine, dried (Na2SO4) and concentrated. The residue was purified by flash column chromatography to give 27D (268 mg, 0.471 ... Run in C1CCOC1 (THF). Isolated yield 79.2%. Conditions: time 10 minute. RXN SMILES: [F:1][C:2]1[C:3]([O:24][C@H:25]2[C@H:29]([OH:30])[CH2:28][O:27][CH2:26]2)=[C:4]([CH:18]=[C:19]([N+:21]([O-:23])=[O:22])[CH:20]=1)[CH2:5][N:6]([CH3:17])[C:7](=[O:16])[O:8][CH2:9][C:10]1[CH:15]=[CH:14][CH:13]=[CH:12][CH:11]=1.[N+:31]([C:34]1[CH:42]=[CH:41][C:37]([C:38](O)=[O:39])=[CH:36][CH:35]=1)([O-:33])=[O:32].C1C=CC(P(C2C=CC=CC=2)C2C=CC=CC=2)=CC=1.CC(OC(/N=N/C(OC(C)C)=O)=O)C>C1COCC1>[N+:31]([C:34]1[CH:35]=[CH:36][C:37]([C:38]([O:30][C@@H:29]2[C@H:25]([O:24][C:3]3[C:2]([F:1])=[CH:20][C:19]([N+:21]([O-:23])=[O:22])=[CH:18][C:4]=3[CH2:5][N:6]([C:7]([O:8][CH2:9][C:10]3[CH:15]=[CH:14][CH:13]=[CH:12][CH:11]=3)=[O:16])[CH3:17])[CH2:26][O:27][CH2:28]2)=[O:39])=[CH:41][CH:42]=1)([O-:33])=[O:32]. Reactants: NC1=CC=C(CN(C(C2=CC=C(C=C2)C(F)(F)F)C2CCCC2)C(C(=O)OCC)=O)C=C1 (ethyl ((4-aminobenzyl){cyclopentyl[4-(trifluoromethyl)phenyl]methyl}amino)(oxo)acetate), C(CCCCCCCCCCCC)(=O)Cl (tridecanoyl chloride). Product: C(C)OC(C(=O)N(CC1=CC=C(C=C1)NC(CCCCCCCCCCCC)=O)C(C1=CC=C(C=C1)C(F)(F)F)C1CCCC1)=O (ethyl{{cyclopentyl[4-(trifluoromethyl)phenyl]methyl}[4-(tridecanoylamino)benzyl]amino}(oxo)acetate). Yield: 76.0%. As a reaction SMILES: [NH2:1][C:2]1[CH:32]=[CH:31][C:5]([CH2:6][N:7]([C:24](=[O:30])[C:25]([O:27][CH2:28][CH3:29])=[O:26])[CH:8]([CH:19]2[CH2:23][CH2:22][CH2:21][CH2:20]2)[C:9]2[CH:14]=[CH:13][C:12]([C:15]([F:18])([F:17])[F:16])=[CH:11][CH:10]=2)=[CH:4][CH:3]=1.[C:33](Cl)(=[O:46])[CH2:34][CH2:35][CH2:36][CH2:37][CH2:38][CH2:39][CH2:40][CH2:41][CH2:42][CH2:43][CH2:44][CH3:45]>>[CH2:28]([O:27][C:25](=[O:26])[C:24]([N:7]([CH:8]([CH:19]1[CH2:23][CH2:22][CH2:21][CH2:20]1)[C:9]1[CH:10]=[CH:11][C:12]([C:15]([F:16])([F:17])[F:18])=[CH:13][CH:14]=1)[CH2:6][C:5]1[CH:4]=[CH:3][C:2]([NH:1][C:33](=[O:46])[CH2:34][CH2:35][CH2:36][CH2:37][CH2:38][CH2:39][CH2:40][CH2:41][CH2:42][CH2:43][CH2:44][CH3:45])=[CH:32][CH:31]=1)=[O:30])[CH3:29]. Procedure details: The same procedure as employed in the preparation of Example 15 (step d) but using ethyl ((4-aminobenzyl){cyclopentyl[4-(trifluoromethyl)phenyl]methyl}amino)(oxo)acetate and tridecanoyl chloride gave the title compound as a colorless oil (76%). 1H NMR (CDCl3, 300 MHz) δ 7.52-7.21 (m, 6H), 6.95 (d, 1H, J=8.5 Hz) 6.8 (d, 1H, J=8.5 Hz), 5.30 (m, 1H), 4.47-4.05 (m, 4H), 2.85-2.60 (m, 1H), 2.45-2.26 (m, 2H), 1.80-1.10 (m, 31H), 1.05-0.86 (m, 4H). M−(LC/MS(ESI)): 643.9; M+(LC/MS(ESI)): 645.2. HPLC (Co... Starting materials: B, CO, Nc1ccc2[nH]ncc2c1, [Na+], CCOC(=O)C1CCCCC1=O, O=C([O-])O, c1ccncc1. Yields the product CCOC(=O)C1CCCCC1Nc1ccc2[nH]ncc2c1. Reaction SMILES: [BH3:29].[CH3:35][OH:36].[NH2:13][c:14]1[cH:15][c:16]2[cH:17][n:18][nH:19][c:20]2[cH:21][cH:22]1.[Na+:30].[O:1]=[C:2]1[CH:3]([C:8](=[O:9])[O:10][CH2:11][CH3:12])[CH2:4][CH2:5][CH2:6][CH2:7]1.[OH:31][C:32](=[O:33])[O-:34].[n:23]1[cH:24][cH:25][cH:26][cH:27][cH:28]1>>[CH:2]1([NH:13][c:14]2[cH:15][c:16]3[cH:17][n:18][nH:19][c:20]3[cH:21][cH:22]2)[CH:3]([C:8](=[O:9])[O:10][CH2:11][CH3:12])[CH2:4][CH2:5][CH2:6][CH2:7]1.